Dataset: the Open Reaction Database (ORD), a public repository of structured organic reaction records. Task: describe an organic reaction: reactants, conditions, products, and yield Starting materials: COC=1C=C2C(=NC=NC2=CC1OC)OC1=CC(=C(N)C=C1)[N+](=O)[O-] (4-[(6,7-dimethoxy-4-quinazolinyl)oxy]-2-nitroaniline), C(O)([O-])=O.[Na+] (sodium hydrogencarbonate), ClC(Cl)(OC(OC(Cl)(Cl)Cl)=O)Cl (Triphosgene), C(C)(C)(C)C1=CC=C(CN2CC(CC2)N)C=C1 (1-[4-(Tert-butyl)benzyl]-3-pyrrolidinamine). The solvent is C(C)N(CC)CC (triethylamine), C(Cl)(Cl)Cl (Chloroform). Reaction conditions: time 30 minute. Product: C(C)(C)(C)C1=CC=C(CN2CC(CC2)NC(=O)NC2=C(C=C(C=C2)OC2=NC=NC3=CC(=C(C=C23)OC)OC)[N+](=O)[O-])C=C1 (N-{1-[4-(Tert-butyl)benzyl]tetrahydro-1H-3-pyrrolyl}-N′-{4-[(6,7-dimethoxy-4-quinazolinyl)oxy]-2-nitrophenyl}urea). Isolated yield 21.7%. RXN SMILES: [CH3:1][O:2][C:3]1[CH:4]=[C:5]2[C:10](=[CH:11][C:12]=1[O:13][CH3:14])[N:9]=[CH:8][N:7]=[C:6]2[O:15][C:16]1[CH:22]=[CH:21][C:19]([NH2:20])=[C:18]([N+:23]([O-:25])=[O:24])[CH:17]=1.ClC(Cl)(O[C:30](=[O:36])OC(Cl)(Cl)Cl)Cl.[C:38]([C:42]1[CH:54]=[CH:53][C:45]([CH2:46][N:47]2[CH2:51][CH2:50][CH:49]([NH2:52])[CH2:48]2)=[CH:44][CH:43]=1)([CH3:41])([CH3:40])[CH3:39].C(=O)([O-])O.[Na+]>C(N(CC)CC)C.C(Cl)(Cl)Cl>[C:38]([C:42]1[CH:54]=[CH:53][C:45]([CH2:46][N:47]2[CH2:51][CH2:50][CH:49]([NH:52][C:30]([NH:20][C:19]3[CH:21]=[CH:22][C:16]([O:15][C:6]4[C:5]5[C:10](=[CH:11][C:12]([O:13][CH3:14])=[C:3]([O:2][CH3:1])[CH:4]=5)[N:9]=[CH:8][N:7]=4)=[CH:17][C:18]=3[N+:23]([O-:25])=[O:24])=[O:36])[CH2:48]2)=[CH:44][CH:43]=1)([CH3:41])([CH3:39])[CH3:40] |f:3.4|. Procedure: Chloroform (13 ml) and triethylamine (2 ml) were added to 4-[(6,7-dimethoxy-4-quinazolinyl)oxy]-2-nitroaniline (100 mg) to prepare a solution. Triphosgene (96 mg) was added to the solution, and the mixture was stirred at room temperature for 30 min. 1-[4-(Tert-butyl)benzyl]-3-pyrrolidinamine (102 mg) was then added thereto, and the mixture was stirred at room temperature overnight. A saturated aqueous sodium hydrogencarbonate solution was added to the reaction solution, and the mixture was extra... Yield: 68.0%. Solvent: C(CCC)O (butanol). The product is CC=1SC(=C(N1)CC(=O)NN)C ((2,5-Dimethyl-thiazol-4-yl)-acetic acid hydrazide). As a reaction SMILES: C[O:2][C:3](=O)[CH2:4][C:5]1[N:6]=[C:7]([CH3:11])[S:8][C:9]=1[CH3:10].O.[NH2:14][NH2:15]>C(O)CCC>[CH3:11][C:7]1[S:8][C:9]([CH3:10])=[C:5]([CH2:4][C:3]([NH:14][NH2:15])=[O:2])[N:6]=1 |f:1.2|. Procedure details: As described for example 112a, (2,5-dimethyl-thiazol-4-yl)-acetic acid methyl ester in butanol was reacted with hydrazine hydrate (2 equivalents) and the resulting mixture was then heated under reflux for 20 h. Evaporation of all volatiles and crystallization from n-butanol and toluene afforded the title compound as a white solid (yield: 68%). 1H-NMR (300 MHz, DMSO): δ=2.31 (s, 3H), 2.51 (s, 3H), 3.37 (s, 2H), 4.20 (s, 2H), 9.10 (s, 1H). Starting materials: COC(CC=1N=C(SC1C)C)=O ((2,5-dimethyl-thiazol-4-yl)-acetic acid methyl ester), O.NN (hydrazine hydrate).